This data is from the Open Reaction Database (ORD), a public repository of structured organic reaction records. The task is: describe an organic reaction: reactants, conditions, products, and yield Starting materials: CCOC(=O)c1ccc(CCCc2ccc(NC(C)=O)cc2OCc2ccccc2)cc1, CCO, O, c1ccncc1. Yields the product CCOC(=O)c1ccc(CCCc2ccc(N)cc2OCc2ccccc2)cc1. As a reaction SMILES: [CH2:7]([c:8]1[cH:9][cH:10][cH:11][cH:12][cH:13]1)[O:14][c:15]1[c:16]([CH2:25][CH2:26][CH2:27][c:28]2[cH:29][cH:30][c:31]([C:32](=[O:33])[O:34][CH2:35][CH3:36])[cH:37][cH:38]2)[cH:17][cH:18][c:19]([NH:21][C:22](=[O:23])[CH3:24])[cH:20]1.[CH3:39][CH2:40][OH:41].[OH2:42].[cH:1]1[cH:2][cH:3][n:4][cH:5][cH:6]1>>[CH2:7]([c:8]1[cH:9][cH:10][cH:11][cH:12][cH:13]1)[O:14][c:15]1[c:16]([CH2:25][CH2:26][CH2:27][c:28]2[cH:29][cH:30][c:31]([C:32](=[O:33])[O:34][CH2:35][CH3:36])[cH:37][cH:38]2)[cH:17][cH:18][c:19]([NH2:21])[cH:20]1. Reactants: CCO, CC(C)CSc1ccc2cc([N+](=O)[O-])c(N)cc2c1, [Na+], [Na+], O, O=S([O-])S(=O)[O-]. Product: CC(C)CSc1ccc2cc(N)c(N)cc2c1. As a reaction SMILES: [CH3:29][CH2:30][OH:31].[NH2:1][c:2]1[cH:3][c:4]2[cH:5][c:6]([S:15][CH2:16][CH:17]([CH3:18])[CH3:19])[cH:7][cH:8][c:9]2[cH:10][c:11]1[N+:12]([O-:13])=[O:14].[Na+:26].[Na+:27].[OH2:28].[S:20]([S:21]([O-:22])=[O:23])([O-:24])=[O:25]>>[NH2:1][c:2]1[cH:3][c:4]2[cH:5][c:6]([S:15][CH2:16][CH:17]([CH3:18])[CH3:19])[cH:7][cH:8][c:9]2[cH:10][c:11]1[NH2:12]. Reactants: CCOC(=O)C (EtOAc), NC1=CC2=C(C(NS2(=O)=O)=O)C=C1 (6-amino-1,2-benzisothiazol-3(2H)-one-1,1-dioxide), C(=O)(O)[O-].[Na+] (NaHCO3), C(=O)(O)[O-].[Na+] (NaHCO3). The reagents and catalysts are [Zn] (zinc). The solvent is Cl (HCl), CO (MeOH). Conditions: time 3 hour. The product is O=S1(NCC2=C1C=C(C=C2)N)=O (1,1-dioxo-2,3-dihydro-1H-1lambda*6*-benzo[d]isothiazol-6-ylamine). Yield: 88.4%. RXN SMILES: [NH2:1][C:2]1[CH:13]=[CH:12][C:5]2[C:6](=O)[NH:7][S:8](=[O:10])(=[O:9])[C:4]=2[CH:3]=1.C([O-])(O)=O.[Na+].CCOC(C)=O>Cl.CO.[Zn]>[O:9]=[S:8]1(=[O:10])[C:4]2[CH:3]=[C:2]([NH2:1])[CH:13]=[CH:12][C:5]=2[CH2:6][NH:7]1 |f:1.2|. Reported procedure: To a solution of 6-amino-1,2-benzisothiazol-3(2H)-one-1,1-dioxide (7.0 g, 35 mmol, Preparation #1) in concentrated HCl (80 mL) was added zinc dust (19.0 g, 292 mmol), in portions over about 30 min while maintaining the temperature below about 70° C. The mixture was stirred at rt for about 3 h. The mixture was basified with a solution of saturated aqueous NaHCO3 (50 mL), then with solid NaHCO3 (pH=7). The mixture was added to EtOAc (100 mL), filtered and the filtrate was extracted with EtOAc (3×1...